Dataset: the Open Reaction Database (ORD), a public repository of structured organic reaction records. Task: describe an organic reaction: reactants, conditions, products, and yield The reactants are CC(C)O, CCOC(C)=O, O=S(=O)([O-])C(F)(F)F, O=S(=O)([O-])C(F)(F)F, [Mg+2], COC(=O)C1CO1. Yields the product COC(=O)C(O)COC(C)C. As a reaction SMILES: [CH3:25][CH:26]([CH3:27])[OH:28].[CH3:29][CH2:30][O:31][C:32](=[O:33])[CH3:34].[F:17][C:18]([F:19])([F:21])[S:22](=[O:20])([O-:23])=[O:24].[F:8][C:9]([F:10])([F:11])[S:12]([O-:13])(=[O:14])=[O:15].[Mg+2:16].[O:1]1[CH:2]([C:4](=[O:5])[O:6][CH3:7])[CH2:3]1>>[O:1]([CH2:3][CH:2]([C:4](=[O:5])[O:6][CH3:7])[OH:20])[CH:26]([CH3:25])[CH3:27].